This data is from the Open Reaction Database (ORD), a public repository of structured organic reaction records. The task is: describe an organic reaction: reactants, conditions, products, and yield The reactants are O=C(O)CCC(=O)c1ccc(C(=O)C2(O)CCCCC2)cc1, CCOCC, O=S(Cl)Cl. The product is O=C(Cl)CCC(=O)c1ccc(C(=O)C2(O)CCCCC2)cc1. RXN SMILES: [C:1](=[O:2])([OH:3])[CH2:4][CH2:5][C:6](=[O:7])[c:8]1[cH:9][cH:10][c:11]([C:14](=[O:15])[C:16]2([OH:22])[CH2:17][CH2:18][CH2:19][CH2:20][CH2:21]2)[cH:12][cH:13]1.[CH3:27][CH2:28][O:29][CH2:30][CH3:31].[S:23]([Cl:24])([Cl:25])=[O:26]>>[C:1](=[O:2])([CH2:4][CH2:5][C:6](=[O:7])[c:8]1[cH:9][cH:10][c:11]([C:14](=[O:15])[C:16]2([OH:22])[CH2:17][CH2:18][CH2:19][CH2:20][CH2:21]2)[cH:12][cH:13]1)[Cl:25]. The reactants are CN(C)C=O (DMF), [Li]CCCC (nBuLi), solution, ClC=1N=C(N(C1Cl)COCC[Si](C)(C)C)S(=O)(=O)N(C)C (4,5-dichloro-N,N-dimethyl-1-({[2-(trimethylsilyl)ethyl]oxy}methyl)-1H-imidazole-2-sulfonamide). Solvent: C1CCOC1 (THF). Conditions: time 30 minute. Product: ClC=1N=C(N(C1C=O)COCC[Si](C)(C)C)S(=O)(=O)N(C)C (4-chloro-5-formyl-N,N-dimethyl-1-({[2-(trimethylsilyl)ethyl]oxy}methyl)-1H-imidazole-2-sulfonamide). Isolated yield 49.2%. Reaction SMILES: [Li]CCCC.[Cl:6][C:7]1[N:8]=[C:9]([S:21]([N:24]([CH3:26])[CH3:25])(=[O:23])=[O:22])[N:10]([CH2:13][O:14][CH2:15][CH2:16][Si:17]([CH3:20])([CH3:19])[CH3:18])[C:11]=1Cl.CN([CH:30]=[O:31])C>C1COCC1>[Cl:6][C:7]1[N:8]=[C:9]([S:21]([N:24]([CH3:26])[CH3:25])(=[O:23])=[O:22])[N:10]([CH2:13][O:14][CH2:15][CH2:16][Si:17]([CH3:20])([CH3:19])[CH3:18])[C:11]=1[CH:30]=[O:31]. Procedure details: nBuLi (0.21 ml of a 2.4M solution in hex, 0.51 mmol) was added dropwise to a −78° C. solution of 4,5-dichloro-N,N-dimethyl-1-({[2-(trimethylsilyl)ethyl]oxy}methyl)-1H-imidazole-2-sulfonamide (0.18 g, 0.47 mmol) in THF (3 ml). The reaction mixture was stirred for 30 mins and DMF (0.4 ml, 5.17 mmol) was added. After 10 mins, the cooling bath was removed and the reaction mixture was warmed to RT. Sat'd NaHCO3 was added and the solution was extracted with EtOAc. The organic layer was dried (Na2SO4),... The reactants are FC=1C=C(CN2N=CC3=CC(=CC=C23)N)C=CC1 (1-(3-fluoro-benzyl)-1H-indazol-5-ylamine), BrCC=1C=CN2N=CN=C(C21)Cl (5-bromomethyl-4-chloro-pyrrolo[2,1-f][1,2,4]triazine), N#N (N2), C1(=CC=CC=C1)S (Thiophenol), C(C)(C)N(CC)C(C)C (diisopropylethylamine). Procedure: A solution of 5-bromomethyl-4-chloro-pyrrolo[2,1-f][1,2,4]triazine (850 mg, 3.46 mmole) in DCM (30 mL) was sparged with N2 for 0.5 hr and then placed in a −20° C. bath. Thiophenol (384 μL, 1.0 equiv) and diisopropylethylamine (605 μL, 1.0 equiv) were added and the reaction was kept at −20° C. for 3 hr. After warming to RT, the reaction mixture was washed with water, dried (Na2SO4), and the solvent was removed. 1,2-Dichloroethane (10 mL), n-butanol (10 mL) and 1-(3-fluoro-benzyl)-1H-indazol-5-yla... The yield is 58.0%. Yields the product FC=1C=C(CN2N=CC3=CC(=CC=C23)NC2=NC=NN3C2=C(C=C3)CSC3=CC=CC=C3)C=CC1 ([1-(3-fluoro-benzyl)-1H-indazol-5-yl]-(5-phenylsulfanylmethyl-pyrrolo[2,1-f][1,2,4]triazin-4-yl)-amine). RXN SMILES: Br[CH2:2][C:3]1[CH:4]=[CH:5][N:6]2[C:11]=1[C:10](Cl)=[N:9][CH:8]=[N:7]2.N#N.[C:15]1([SH:21])[CH:20]=[CH:19][CH:18]=[CH:17][CH:16]=1.C(N(C(C)C)CC)(C)C.[F:31][C:32]1[CH:33]=[C:34]([CH:46]=[CH:47][CH:48]=1)[CH2:35][N:36]1[C:44]2[C:39](=[CH:40][C:41]([NH2:45])=[CH:42][CH:43]=2)[CH:38]=[N:37]1>C(Cl)Cl.C(O)CCC.ClCCCl>[F:31][C:32]1[CH:33]=[C:34]([CH:46]=[CH:47][CH:48]=1)[CH2:35][N:36]1[C:44]2[C:39](=[CH:40][C:41]([NH:45][C:10]3[C:11]4=[C:3]([CH2:2][S:21][C:15]5[CH:20]=[CH:19][CH:18]=[CH:17][CH:16]=5)[CH:4]=[CH:5][N:6]4[N:7]=[CH:8][N:9]=3)=[CH:42][CH:43]=2)[CH:38]=[N:37]1. Reaction conditions: time 3 hour. The solvent is C(CCC)O (n-butanol), ClCCCl (1,2-Dichloroethane), C(Cl)Cl (DCM).